Dataset: the Open Reaction Database (ORD), a public repository of structured organic reaction records. Task: describe an organic reaction: reactants, conditions, products, and yield The reactants are C(C1=CC=CC=C1)OC(=O)N1[C@@H](CC[C@H]([C@@H](C1)O)NC(=O)OC(C)(C)C)C ((2R,5R,6R)-5-tert-Butoxycarbonylamino-6-hydroxy-2-methyl-azepane-1-carboxylic acid benzyl ester). Reagents/catalysts: [Pd] (Pd/C). Solvent: CCOC(=O)C (EtOAc). Conditions: time 8 hour. The product is C(C)(C)(C)OC(N[C@H]1[C@@H](CN[C@@H](CC1)C)O)=O (((3R,4R,7R)-3-Hydroxy-7-methyl-azepan-4-yl)-carbamic acid tert-butyl ester). Reaction SMILES: C(OC([N:11]1[CH2:17][C@@H:16]([OH:18])[C@H:15]([NH:19][C:20]([O:22][C:23]([CH3:26])([CH3:25])[CH3:24])=[O:21])[CH2:14][CH2:13][C@H:12]1[CH3:27])=O)C1C=CC=CC=1>CCOC(C)=O.[Pd]>[C:23]([O:22][C:20](=[O:21])[NH:19][C@@H:15]1[CH2:14][CH2:13][C@@H:12]([CH3:27])[NH:11][CH2:17][C@H:16]1[OH:18])([CH3:25])([CH3:24])[CH3:26]. Procedure details: (2R,5R,6R)-5-tert-Butoxycarbonylamino-6-hydroxy-2-methyl-azepane-1-carboxylic acid benzyl ester (0.9 g, 2.4 mmol) was dissolved in EtOAc (40 ml), then 10% Pd/C (0.45 g) was added and the reaction mixture was degasses by bubbling argon for 5 minutes. Then, the reaction was stirred overnight under a balloon filled with hydrogen gas. The reaction mixture was filtered through Celite, concentrated in vacuo by rotary evaporation and was azeotroped with toluene (20 ml), then was used in the next reacti... Starting materials: O=C(O)C(CC1CCCC1)N1Cc2ccccc2C1=O, O=C(Nc1nccs1)C(CC1CCCCC1)N1Cc2ccccc2C1=O, Nc1nccs1. Yields the product O=C(Nc1nccs1)C(CC1CCCC1)N1Cc2ccccc2C1=O. Reaction SMILES: [CH:1]1([CH2:2][CH:3]([N:4]2[CH2:5][c:6]3[c:7]([cH:8][cH:9][cH:10][cH:11]3)[C:12]2=[O:13])[C:14]([OH:15])=[O:16])[CH2:17][CH2:18][CH2:19][CH2:20]1.[CH:27]1([CH2:33][CH:34]([C:35](=[O:36])[NH:37][c:38]2[s:39][cH:40][cH:41][n:42]2)[N:43]2[C:44](=[O:52])[c:45]3[cH:46][cH:47][cH:48][cH:49][c:50]3[CH2:51]2)[CH2:28][CH2:29][CH2:30][CH2:31][CH2:32]1.[NH2:21][c:22]1[s:23][cH:24][cH:25][n:26]1>>[CH:27]1([CH2:33][CH:34]([C:35](=[O:36])[NH:37][c:38]2[s:39][cH:40][cH:41][n:42]2)[N:43]2[C:44](=[O:52])[c:45]3[cH:46][cH:47][cH:48][cH:49][c:50]3[CH2:51]2)[CH2:28][CH2:29][CH2:30][CH2:32]1. The reactants are CC(C)(C)OC(=O)N1CC(NC(=O)c2ccc(Cl)s2)CC1CO, CCN(C(C)C)C(C)C, CS(=O)(=O)Cl, ClCCl. Yields the product CC(C)(C)OC(=O)N1CC(NC(=O)c2ccc(Cl)s2)CC1COS(C)(=O)=O. Reaction SMILES: [C:1]([CH3:2])([CH3:3])([CH3:4])[O:5][C:6](=[O:7])[N:8]1[CH:9]([CH2:22][OH:23])[CH2:10][CH:11]([NH:13][C:14](=[O:15])[c:16]2[s:17][c:18]([Cl:21])[cH:19][cH:20]2)[CH2:12]1.[CH2:24]([N:25]([CH:26]([CH3:27])[CH3:28])[CH:29]([CH3:30])[CH3:31])[CH3:32].[CH3:33][S:34]([Cl:35])(=[O:36])=[O:37].[Cl:38][CH2:39][Cl:40]>>[C:1]([CH3:2])([CH3:3])([CH3:4])[O:5][C:6](=[O:7])[N:8]1[CH:9]([CH2:22][O:23][S:34]([CH3:33])(=[O:36])=[O:37])[CH2:10][CH:11]([NH:13][C:14](=[O:15])[c:16]2[s:17][c:18]([Cl:21])[cH:19][cH:20]2)[CH2:12]1. Reactants: CCCCc1c(F)c(F)c(F)c(F)c1F, CCO, NN, O. The product is CCCCc1c(F)c(F)c(NN)c(F)c1F. As a reaction SMILES: [CH2:1]([CH2:2][CH2:3][CH3:4])[c:5]1[c:6]([F:15])[c:7]([F:14])[c:8]([F:13])[c:9]([F:12])[c:10]1[F:11].[CH3:19][CH2:20][OH:21].[NH2:17][NH2:18].[OH2:16]>>[CH2:1]([CH2:2][CH2:3][CH3:4])[c:5]1[c:6]([F:15])[c:7]([F:14])[c:8]([NH:17][NH2:18])[c:9]([F:12])[c:10]1[F:11]. Starting materials: Clc1ccc(I)cn1, CC(C)(C)OC(=O)NC1CNC1. Yields the product CC(C)(C)OC(=O)NC1CN(c2ccc(Cl)nc2)C1. RXN SMILES: [Cl:13][c:14]1[n:15][cH:16][c:17]([I:20])[cH:18][cH:19]1.[NH:1]1[CH2:2][CH:3]([NH:5][C:6]([O:7][C:8]([CH3:9])([CH3:10])[CH3:11])=[O:12])[CH2:4]1>>[N:1]1([c:17]2[cH:16][n:15][c:14]([Cl:13])[cH:19][cH:18]2)[CH2:2][CH:3]([NH:5][C:6]([O:7][C:8]([CH3:9])([CH3:10])[CH3:11])=[O:12])[CH2:4]1. Reactants: CI, CCC(O)c1cc(F)cc2c1c(Sc1ccc(Cl)cc1)c1n2CCC1CC(=O)O, [H-], [Na+], CN(C)C=O. Product: CCC(OC)c1cc(F)cc2c1c(Sc1ccc(Cl)cc1)c1n2CCC1CC(=O)O. RXN SMILES: [CH3:32][I:33].[Cl:1][c:2]1[cH:3][cH:4][c:5]([S:8][c:9]2[c:10]3[n:11]([c:12]4[cH:13][c:14]([F:22])[cH:15][c:16]([CH:18]([CH2:19][CH3:20])[OH:21])[c:17]24)[CH2:23][CH2:24][CH:25]3[CH2:26][C:27](=[O:28])[OH:29])[cH:6][cH:7]1.[H-:31].[Na+:30].[O:34]=[CH:35][N:36]([CH3:37])[CH3:38]>>[Cl:1][c:2]1[cH:3][cH:4][c:5]([S:8][c:9]2[c:10]3[n:11]([c:12]4[cH:13][c:14]([F:22])[cH:15][c:16]([CH:18]([CH2:19][CH3:20])[O:21][CH3:32])[c:17]24)[CH2:23][CH2:24][CH:25]3[CH2:26][C:27](=[O:28])[OH:29])[cH:6][cH:7]1. Reactants: CCOC(=O)C(Cc1ccc(Br)cc1)NC(=O)c1c(Cl)cccc1Cl, COc1cc(CO[Si](c2ccccc2)(c2ccccc2)C(C)(C)C)cc(OC)c1B(O)O, COCCOC, [K+], [K+], O=C([O-])[O-], O, c1ccc(P(c2ccccc2)(c2ccccc2)[Pd](P(c2ccccc2)(c2ccccc2)c2ccccc2)(P(c2ccccc2)(c2ccccc2)c2ccccc2)P(c2ccccc2)(c2ccccc2)c2ccccc2)cc1. Yields the product CCOC(=O)C(Cc1ccc(-c2c(OC)cc(CO[Si](c3ccccc3)(c3ccccc3)C(C)(C)C)cc2OC)cc1)NC(=O)c1c(Cl)cccc1Cl. RXN SMILES: [CH2:33]([CH3:34])[O:35][C:36]([CH:37]([NH:38][C:39]([c:40]1[c:41]([Cl:47])[cH:42][cH:43][cH:44][c:45]1[Cl:46])=[O:48])[CH2:49][c:50]1[cH:51][cH:52][c:53]([Br:56])[cH:54][cH:55]1)=[O:57].[CH3:1][O:2][c:3]1[c:4]([B:30]([OH:31])[OH:32])[c:5]([O:28][CH3:29])[cH:6][c:7]([CH2:9][O:10][Si:11]([c:12]2[cH:13][cH:14][cH:15][cH:16][cH:17]2)([c:18]2[cH:19][cH:20][cH:21][cH:22][cH:23]2)[C:24]([CH3:25])([CH3:26])[CH3:27])[cH:8]1.[CH3:64][O:65][CH2:66][CH2:67][O:68][CH3:69].[K+:58].[K+:59].[O-:60][C:61]([O-:62])=[O:63].[OH2:70].[cH:71]1[cH:72][cH:73][c:74]([P:75]([Pd:76]([P:77]([c:78]2[cH:79][cH:80][cH:81][cH:82][cH:83]2)([c:84]2[cH:85][cH:86][cH:87][cH:88][cH:89]2)[c:90]2[cH:91][cH:92][cH:93][cH:94][cH:95]2)([P:96]([c:97]2[cH:98][cH:99][cH:100][cH:101][cH:102]2)([c:103]2[cH:104][cH:105][cH:106][cH:107][cH:108]2)[c:109]2[cH:110][cH:111][cH:112][cH:113][cH:114]2)[P:115]([c:116]2[cH:117][cH:118][cH:119][cH:120][cH:121]2)([c:122]2[cH:123][cH:124][cH:125][cH:126][cH:127]2)[c:128]2[cH:129][cH:130][cH:131][cH:132][cH:133]2)([c:134]2[cH:135][cH:136][cH:137][cH:138][cH:139]2)[c:140]2[cH:141][cH:142][cH:143][cH:144][cH:145]2)[cH:146][cH:147]1>>[CH3:1][O:2][c:3]1[c:4](-[c:53]2[cH:52][cH:51][c:50]([CH2:49][CH:37]([C:36]([O:35][CH2:33][CH3:34])=[O:57])[NH:38][C:39]([c:40]3[c:41]([Cl:47])[cH:42][cH:43][cH:44][c:45]3[Cl:46])=[O:48])[cH:55][cH:54]2)[c:5]([O:28][CH3:29])[cH:6][c:7]([CH2:9][O:10][Si:11]([c:12]2[cH:13][cH:14][cH:15][cH:16][cH:17]2)([c:18]2[cH:19][cH:20][cH:21][cH:22][cH:23]2)[C:24]([CH3:25])([CH3:26])[CH3:27])[cH:8]1. Conditions: temperature 5 celsius, time 8 hour. Yields the product CC=1N=C(SC1)NC(C)=O (N-(4-Methyl-thiazol-2-yl)-acetamide). The reactants are C(C)(=O)OC(C)=O (acetic anhydride), NC=1SC=C(N1)C (2-amino-4-methyl thiazole), NC=1SC=C(N1)C (2-amino-4-methyl thiazole). Reported procedure: To a stirred, cooled (5° C.) solution of acetic anhydride (237 ml, 2.51 mol) is added portionwise 2-amino-4-methyl thiazole (80 g, 0.697 mol). To allow dissolution of the 2-amino-4-methyl thiazole, the reaction mixture is allowed to warm but kept below 35° C. Once a solution forms, the reaction mixture is cooled to 5° C. and stirred overnight. The solvent is removed in vacuo and the solid is dried in a vacuum oven overnight. The resulting solid is triturated with iso-hexane (100 ml) and dried ag... RXN SMILES: C(O[C:5](=[O:7])[CH3:6])(=O)C.[NH2:8][C:9]1[S:10][CH:11]=[C:12]([CH3:14])[N:13]=1>>[CH3:14][C:12]1[N:13]=[C:9]([NH:8][C:5](=[O:7])[CH3:6])[S:10][CH:11]=1.